This data is from the Open Reaction Database (ORD), a public repository of structured organic reaction records. The task is: describe an organic reaction: reactants, conditions, products, and yield The reactants are O[C@@H](CNC(CC(=O)N[C@@H]1CSC2=C(N(C1=O)CC1=CC=C(C=C1)C1=C(C=CC=C1)CNC(=O)OC(C)(C)C)C=CC=C2)(C)C)C (3-[2(R)-Hydroxypropyl]amino-3-methyl-N-[3,4-dihydro-4-oxo-5-[[2'-[(t-butoxycarbonylamino)methyl][1,1 '-biphenyl]-4-yl]methyl]-1,5-benzothiazepin-3(S)-yl]butanamide), C(C)(C)(C)OC(=O)NCC(=O)O (N-t-butoxycarbonyl glycine). Yields the product C(C)(C)(C)OC(=O)NCC(=O)O[C@@H](CNC(CC(=O)N[C@@H]1CSC2=C(N(C1=O)CC1=CC=C(C=C1)C1=C(C=CC=C1)CNC(=O)OC(C)(C)C)C=CC=C2)(C)C)C (3-[2(R)-[[(t-Butoxycarbonylamino)methyl]carbonyloxy]propyl]amino-3-methyl-N-[3,4-dihydro-4-oxo-5-[[2'-[(t-butoxycarbonylamino)methyl][1,1 '-biphenyl]-4-yl]methyl]-1,5-benzothiazepin-3(S)-yl]butanamide). RXN SMILES: [OH:1][C@H:2]([CH3:46])[CH2:3][NH:4][C:5]([CH3:45])([CH3:44])[CH2:6][C:7]([NH:9][C@H:10]1[C:16](=[O:17])[N:15]([CH2:18][C:19]2[CH:24]=[CH:23][C:22]([C:25]3[CH:30]=[CH:29][CH:28]=[CH:27][C:26]=3[CH2:31][NH:32][C:33]([O:35][C:36]([CH3:39])([CH3:38])[CH3:37])=[O:34])=[CH:21][CH:20]=2)[C:14]2[CH:40]=[CH:41][CH:42]=[CH:43][C:13]=2[S:12][CH2:11]1)=[O:8].[C:47]([O:51][C:52]([NH:54][CH2:55][C:56](O)=[O:57])=[O:53])([CH3:50])([CH3:49])[CH3:48]>>[C:47]([O:51][C:52]([NH:54][CH2:55][C:56]([O:1][C@H:2]([CH3:46])[CH2:3][NH:4][C:5]([CH3:45])([CH3:44])[CH2:6][C:7]([NH:9][C@H:10]1[C:16](=[O:17])[N:15]([CH2:18][C:19]2[CH:24]=[CH:23][C:22]([C:25]3[CH:30]=[CH:29][CH:28]=[CH:27][C:26]=3[CH2:31][NH:32][C:33]([O:35][C:36]([CH3:38])([CH3:39])[CH3:37])=[O:34])=[CH:21][CH:20]=2)[C:14]2[CH:40]=[CH:41][CH:42]=[CH:43][C:13]=2[S:12][CH2:11]1)=[O:8])=[O:57])=[O:53])([CH3:50])([CH3:49])[CH3:48]. Procedure: This intermediate is prepared from the intermediate obtained in Step B and N-t-butoxycarbonyl glycine according to the procedure described in Example 9, Step C. Reactants: C(C)(C)(C)OC(=O)NC1=C(C(=O)OC)C=C(C=C1)C(F)(F)F (methyl 2-t-butoxycarbonylamino-5-trifluoromethyl-benzoate). Solvent: C(Cl)Cl (methylene chloride), FC(C(=O)O)(F)F (trifluoroacetic acid). Conditions: time 8 hour. The product is NC1=C(C(=O)OC)C=C(C=C1)C(F)(F)F (Methyl 2-amino-5-trifluoromethylbenzoate). The yield is 90.1%. Reaction SMILES: C(OC([NH:8][C:9]1[CH:18]=[CH:17][C:16]([C:19]([F:22])([F:21])[F:20])=[CH:15][C:10]=1[C:11]([O:13][CH3:14])=[O:12])=O)(C)(C)C>C(Cl)Cl.FC(F)(F)C(O)=O>[NH2:8][C:9]1[CH:18]=[CH:17][C:16]([C:19]([F:20])([F:21])[F:22])=[CH:15][C:10]=1[C:11]([O:13][CH3:14])=[O:12]. Procedure: To a solution of methyl 2-t-butoxycarbonylamino-5-trifluoromethyl-benzoate (3.80 g; prepared in Reference Example 27.) in methylene chloride (30 ml), trifluoroacetic acid (6 ml) was added. The mixture was stirred for 8 hours at room temperature. The solvent was distilled off azeotropically with toluene three times. To the reaction mixture, an aqueous sodium hydrogencarbonate solution was added to neutralize. The mixture was extracted with ethyl acetate, washed, dried, filtered and concentrated u... Starting materials: C(N)([O-])=S (thiocarbamate), NC=1SC2=C(N1)CCCC2=O (2-amino-5,6-dihydro-4H-benzothiazol-7-one), ClC(=S)OCC (ethyl chlorothioformate). The solvent is N1=CC=CC=C1 (pyridine). Product: O=C1CCCC=2N=C(SC21)NC(OCC)=S (Ethyl (7-oxo-4,5,6,7-tetrahydrobenzothiazol-2-yl)thiocarbamate). As a reaction SMILES: C(=S)([O-])N.[NH2:5][C:6]1[S:7][C:8]2[C:14](=[O:15])[CH2:13][CH2:12][CH2:11][C:9]=2[N:10]=1.Cl[C:17]([O:19][CH2:20][CH3:21])=[S:18]>N1C=CC=CC=1>[O:15]=[C:14]1[C:8]2[S:7][C:6]([NH:5][C:17](=[S:18])[O:19][CH2:20][CH3:21])=[N:10][C:9]=2[CH2:11][CH2:12][CH2:13]1. Procedure: The desired thiocarbamate is obtained in analogy with the preparation of Z-13 b, starting from 101 g of 2-amino-5,6-dihydro-4H-benzothiazol-7-one (602 mmol) in 3.4 l of pyridine and 75 g of ethyl chlorothioformate (602 mmol). Yield: 84 g